This data is from the Open Reaction Database (ORD), a public repository of structured organic reaction records. The task is: describe an organic reaction: reactants, conditions, products, and yield The reactants are CS(C)=O, Oc1ccc(Cl)c(Cl)c1, O=S(=O)(c1ccc(Cl)cc1)C(F)(F)F, [K+], [K+], O=C([O-])[O-]. Product: O=S(=O)(c1ccc(Oc2ccc(Cl)c(Cl)c2)cc1)C(F)(F)F. Reaction SMILES: [CH3:30][S:31]([CH3:32])=[O:33].[Cl:15][c:16]1[cH:17][c:18]([OH:23])[cH:19][cH:20][c:21]1[Cl:22].[F:1][C:2]([F:3])([F:4])[S:5](=[O:6])(=[O:7])[c:8]1[cH:9][cH:10][c:11]([Cl:14])[cH:12][cH:13]1.[K+:24].[K+:25].[O-:26][C:27]([O-:28])=[O:29]>>[F:1][C:2]([F:3])([F:4])[S:5](=[O:6])(=[O:7])[c:8]1[cH:9][cH:10][c:11]([O:23][c:18]2[cH:17][c:16]([Cl:15])[c:21]([Cl:22])[cH:20][cH:19]2)[cH:12][cH:13]1. The reactants are O=C(O)C(=O)O, Cc1ccc(C2CCNC2)cc1, O=C(O)c1cnoc1-c1ccccc1Cl. Product: Cc1ccc(C2CCN(C(=O)c3cnoc3-c3ccccc3Cl)C2)cc1. Reaction SMILES: [C:16]([OH:17])(=[O:18])[C:19]([OH:20])=[O:21].[CH3:22][c:23]1[cH:24][cH:25][c:26]([CH:29]2[CH2:30][NH:31][CH2:32][CH2:33]2)[cH:27][cH:28]1.[Cl:1][c:2]1[c:3](-[c:8]2[c:9]([C:13](=[O:14])[OH:15])[cH:10][n:11][o:12]2)[cH:4][cH:5][cH:6][cH:7]1>>[Cl:1][c:2]1[c:3](-[c:8]2[c:9]([C:13](=[O:15])[N:31]3[CH2:30][CH:29]([c:26]4[cH:25][cH:24][c:23]([CH3:22])[cH:28][cH:27]4)[CH2:33][CH2:32]3)[cH:10][n:11][o:12]2)[cH:4][cH:5][cH:6][cH:7]1. Starting materials: C1(CC1)N1C=C(C(C2=CC(=C(C=C12)F)F)=O)C(=O)O (1-cyclopropyl-6,7-difluoro-1,4-dihydro-4-oxo-3-quinolinecarboxylic acid), N1CC(CC1)C=1C=NC=CC1 (3-(3-pyrrolidinyl) pyridine). The product is C1(CC1)N1C=C(C(C2=CC(=C(C=C12)N1CC(CC1)C=1C=NC=CC1)F)=O)C(=O)O (1-Cyclopropyl-6-fluoro-1,4-dihydro-4-oxo-7-[3-(3-pyridinyl)-1-pyrrolidinyl]-3-quinolinecarboxylic acid). The yield is 73.0%. As a reaction SMILES: [CH:1]1([N:4]2[C:13]3[C:8](=[CH:9][C:10]([F:15])=[C:11](F)[CH:12]=3)[C:7](=[O:16])[C:6]([C:17]([OH:19])=[O:18])=[CH:5]2)[CH2:3][CH2:2]1.[NH:20]1[CH2:24][CH2:23][CH:22]([C:25]2[CH:26]=[N:27][CH:28]=[CH:29][CH:30]=2)[CH2:21]1>>[CH:1]1([N:4]2[C:13]3[C:8](=[CH:9][C:10]([F:15])=[C:11]([N:20]4[CH2:24][CH2:23][CH:22]([C:25]5[CH:26]=[N:27][CH:28]=[CH:29][CH:30]=5)[CH2:21]4)[CH:12]=3)[C:7](=[O:16])[C:6]([C:17]([OH:19])=[O:18])=[CH:5]2)[CH2:3][CH2:2]1. Procedure details: Starting from 1-cyclopropyl-6,7-difluoro-1,4-dihydro-4-oxo-3-quinolinecarboxylic acid (1.06 g, 4.0 mmol) and 3-(3-pyrrolidinyl) pyridine, a procedure analogous to that given in Example 1 provided the title compound (1.15 g, 73%) as an off-white solid, mp 233°-236° C. Reactants: C(C)(=O)C=1C=C(C(=O)N[C@@H](C(=O)N2CC([C@@](CC2)(O)C2=CC=C(C=C2)Cl)(C)C)C(C)C)C=CC1 (3-Acetyl-N—((R)-1-((S)-4-(4-chlorophenyl)-4-hydroxy-3,3-dimethylpiperidin-1-yl)-3-methyl-1-oxobutan-2-yl)benzamide), CN(C)C(OC)OC (DMF-DMA). Reaction conditions: temperature 105 celsius. Product: ClC1=CC=C(C=C1)[C@@]1(C(CN(CC1)C([C@@H](C(C)C)NC(C1=CC(=CC=C1)C(\C=C\N(C)C)=O)=O)=O)(C)C)O (N—((R)-1-((S)-4-(4-chlorophenyl)-4-hydroxy-3,3-dimethylpiperidin-1-yl)-3-methyl-1-oxobutan-2-yl)-3-((E)-3-(dimethylamino)acryloyl)benzamide). As a reaction SMILES: [C:1]([C:4]1[CH:5]=[C:6]([CH:32]=[CH:33][CH:34]=1)[C:7]([NH:9][C@H:10]([CH:29]([CH3:31])[CH3:30])[C:11]([N:13]1[CH2:18][CH2:17][C@@:16]([C:20]2[CH:25]=[CH:24][C:23]([Cl:26])=[CH:22][CH:21]=2)([OH:19])[C:15]([CH3:28])([CH3:27])[CH2:14]1)=[O:12])=[O:8])(=[O:3])[CH3:2].[CH3:35][N:36]([CH:38](OC)OC)[CH3:37]>>[Cl:26][C:23]1[CH:22]=[CH:21][C:20]([C@@:16]2([OH:19])[CH2:17][CH2:18][N:13]([C:11](=[O:12])[C@H:10]([NH:9][C:7](=[O:8])[C:6]3[CH:32]=[CH:33][CH:34]=[C:4]([C:1](=[O:3])/[CH:2]=[CH:35]/[N:36]([CH3:38])[CH3:37])[CH:5]=3)[CH:29]([CH3:30])[CH3:31])[CH2:14][C:15]2([CH3:28])[CH3:27])=[CH:25][CH:24]=1. Procedure: 3-Acetyl-N—((R)-1-((S)-4-(4-chlorophenyl)-4-hydroxy-3,3-dimethylpiperidin-1-yl)-3-methyl-1-oxobutan-2-yl)benzamide was added DMF-DMA (0.3 mL) and the reaction mixture heated at 105° C. for ˜5 h. The residual DMF-DMA was removed on a rotovap and the crude product was dried on house high vac for ˜3 h to afford N—((R)-1-((S)-4-(4-chlorophenyl)-4-hydroxy-3,3-dimethylpiperidin-1-yl)-3-methyl-1-oxobutan-2-yl)-3-((E)-3-(dimethylamino)acryloyl)benzamide. The reactants are C(#N)C1=CC=C(C(=O)NC(C(C(=O)O)(C)C)C=CC2=CC=CC=C2)C=C1 (N-4-cyanobenzoyl-β-styryl-α,α-dimethyl-β-alanine), C(C)(C)(C)OC(CC1CCNCC1)=O (4-piperidineacetic acid t-butyl ester). Product: C(C)(C)(C)OC(CC1CCN(CC1)C(C(C(NC(C1=CC=C(C=C1)C#N)=O)C=CC1=CC=CC=C1)(C)C)=O)=O (N-4-cyanobenzoyl-β-styryl-α,α-dimethyl-β-alanyl-4-piperidineacetic acid t-butyl ester). Isolated yield 30.3%. Reaction SMILES: [C:1]([C:3]1[CH:26]=[CH:25][C:6]([C:7]([NH:9][CH:10]([CH:17]=[CH:18][C:19]2[CH:24]=[CH:23][CH:22]=[CH:21][CH:20]=2)[C:11]([CH3:16])([CH3:15])[C:12](O)=[O:13])=[O:8])=[CH:5][CH:4]=1)#[N:2].[C:27]([O:31][C:32](=[O:40])[CH2:33][CH:34]1[CH2:39][CH2:38][NH:37][CH2:36][CH2:35]1)([CH3:30])([CH3:29])[CH3:28]>>[C:27]([O:31][C:32](=[O:40])[CH2:33][CH:34]1[CH2:39][CH2:38][N:37]([C:12](=[O:13])[C:11]([CH3:16])([CH3:15])[CH:10]([CH:17]=[CH:18][C:19]2[CH:24]=[CH:23][CH:22]=[CH:21][CH:20]=2)[NH:9][C:7](=[O:8])[C:6]2[CH:25]=[CH:26][C:3]([C:1]#[N:2])=[CH:4][CH:5]=2)[CH2:36][CH2:35]1)([CH3:30])([CH3:28])[CH3:29]. Procedure: The same procedure as in Example 2-(6-2) was performed with N-4-cyanobenzoyl-β-styryl-α,α-dimethyl-β-alanine (100 mg, 0.287 mmol) using 4-piperidineacetic acid t-butyl ester (203 mg, 0.86 mmol) to yield an oil of N-4-cyanobenzoyl-β-styryl-α,α-dimethyl-β-alanyl-4-piperidineacetic acid t-butyl ester (46 mg, 30.3%).